Task: describe an organic reaction: reactants, conditions, products, and yield. Dataset: the Open Reaction Database (ORD), a public repository of structured organic reaction records The reactants are C(#N)C=1C=C(C=NC1OC1=CC(=CC=C1)C(F)(F)F)COC=1C=C2N(C(N1)=O)CCN2C(=O)OC(C)(C)C (tert-butyl 7-((5-cyano-6-(3-(trifluoromethyl)phenoxy)pyridin-3-yl)methoxy)-5-oxo-2,3-dihydroimidazo[1,2-c]pyrimidine-1(5H)-carboxylate), C(=O)(C(F)(F)F)O (TFA). Run in C(Cl)Cl (DCM). Product: O=C1N=C(C=C2N1CCN2)OCC=2C=NC(=C(C#N)C2)OC2=CC(=CC=C2)C(F)(F)F (5-(((5-oxo-1,2,3,5-tetrahydroimidazo[1,2-c]pyrimidin-7-yl)oxy)methyl)-2-(3-(trifluoromethyl)phenoxy)nicotinonitrile). RXN SMILES: [C:1]([C:3]1[CH:4]=[C:5]([CH2:20][O:21][C:22]2[CH:23]=[C:24]3[N:31](C(OC(C)(C)C)=O)[CH2:30][CH2:29][N:25]3[C:26](=[O:28])[N:27]=2)[CH:6]=[N:7][C:8]=1[O:9][C:10]1[CH:15]=[CH:14][CH:13]=[C:12]([C:16]([F:19])([F:18])[F:17])[CH:11]=1)#[N:2].C(O)(C(F)(F)F)=O>C(Cl)Cl>[O:28]=[C:26]1[N:25]2[CH2:29][CH2:30][NH:31][C:24]2=[CH:23][C:22]([O:21][CH2:20][C:5]2[CH:6]=[N:7][C:8]([O:9][C:10]3[CH:15]=[CH:14][CH:13]=[C:12]([C:16]([F:17])([F:18])[F:19])[CH:11]=3)=[C:3]([CH:4]=2)[C:1]#[N:2])=[N:27]1. Procedure: Prepared in a manner similar to that described for E60 using tert-butyl 7-((5-cyano-6-(3-(trifluoromethyl)phenoxy)pyridin-3-yl)methoxy)-5-oxo-2,3-dihydroimidazo[1,2-c]pyrimidine-1(5H)-carboxylate (120 mg, 0.227 mmol) in DCM (4 mL) and TFA (0.873 mL, 11.3 mmol). The reactants are O (Water), N1N=C(C=C1)C1=NC=CC=C1 (2-(3-pyrazolyl)pyridine), FC=1C=C(C=CC1F)[N+](=O)[O-] (3,4-difluoro-nitrobenzene), C([O-])([O-])=O.[K+].[K+] (potassium carbonate). Solvent: CN(C=O)C (N,N-dimethylformamide). Product: FC1=C(C=CC(=C1)[N+](=O)[O-])N1N=C(C=C1)C1=NC=CC=C1 (2-(1-(2-fluoro-4-nitrophenyl)-3-pyrazolyl)pyridine). The yield is 93.4%. As a reaction SMILES: [NH:1]1[CH:5]=[CH:4][C:3]([C:6]2[CH:11]=[CH:10][CH:9]=[CH:8][N:7]=2)=[N:2]1.[F:12][C:13]1[CH:14]=[C:15]([N+:20]([O-:22])=[O:21])[CH:16]=[CH:17][C:18]=1F.C(=O)([O-])[O-].[K+].[K+].O>CN(C)C=O>[F:12][C:13]1[CH:14]=[C:15]([N+:20]([O-:22])=[O:21])[CH:16]=[CH:17][C:18]=1[N:1]1[CH:5]=[CH:4][C:3]([C:6]2[CH:11]=[CH:10][CH:9]=[CH:8][N:7]=2)=[N:2]1 |f:2.3.4|. Procedure details: Compound 17a (1 g, 6.9 mmol) obtained from the aforesaid process and 3,4-difluoro-nitrobenzene (0.74 mL) were dissolved in N,N-dimethylformamide (20 mL), and then anhydrous potassium carbonate (1.9 g) was added thereto. The mixture was reacted at 100° C. for 4 hours. After completion of the reaction, the reactant mixture was cooled to room temperature. Water was added to the mixture, resulting in a substantial amount of precipitate. Then, the precipitate was suction-filtered, and the filter cake... Reactants: O=C(OOC(=O)c1ccccc1)c1ccccc1, ClC(Cl)(Cl)Cl, O=C1CCC(=O)N1Br, COC(=O)c1ccc(C)cc1. Yields the product COC(=O)c1ccc(CBr)cc1. RXN SMILES: [C:20]([O:21][O:22][C:23](=[O:24])[c:25]1[cH:26][cH:27][cH:28][cH:29][cH:30]1)(=[O:31])[c:32]1[cH:33][cH:34][cH:35][cH:36][cH:37]1.[Cl:38][C:39]([Cl:40])([Cl:41])[Cl:42].[O:12]=[C:13]1[N:14]([Br:19])[C:15](=[O:16])[CH2:17][CH2:18]1.[c:1]1([CH3:11])[cH:2][cH:3][c:4]([C:7](=[O:8])[O:9][CH3:10])[cH:5][cH:6]1>>[c:1]1([CH2:11][Br:19])[cH:2][cH:3][c:4]([C:7](=[O:8])[O:9][CH3:10])[cH:5][cH:6]1. Starting materials: NC=1C(=NC=CN1)C#N (3-amino-2-pyrazinecarbonitrile), OCCOCC(=N)N (2-(2-hydroxyethoxy)acetamidine), CC(=O)C (acetone). Solvent: C(C)O (ethanol), C(C)O (ethanol), C(C)O (ethanol). Product: NC1=NC(=NC2=NC=CN=C12)COCCO (4-Amino-2-[(2-hydroxyethoxy)methyl]pteridine). RXN SMILES: [NH2:1][C:2]1[C:3]([C:8]#[N:9])=[N:4][CH:5]=[CH:6][N:7]=1.[OH:10][CH2:11][CH2:12][O:13][CH2:14][C:15](N)=[NH:16].CC(C)=O>C(O)C>[NH2:9][C:8]1[C:3]2[C:2](=[N:7][CH:6]=[CH:5][N:4]=2)[N:1]=[C:15]([CH2:14][O:13][CH2:12][CH2:11][OH:10])[N:16]=1. Reported procedure: Obtained using the procedure described in section c of Example 2, starting with 16.0 g (0.133 mole) of 3-amino-2-pyrazinecarbonitrile and the above solution of 2-(2-hydroxyethoxy)acetamidine in absolute ethanol. Refluxing time: 2 hours 30 minutes. Yld: 20.5 g (70%), m.p. 149°-151° C. (ethanol). An analytical sample was obtained by recrystallization from a mixture of acetone and ethanol. M.p. 159°-161° C. Reactants: C([O-])([O-])=O.[Na+].[Na+] (sodium carbonate), ClC=1C=C2C(=CNC2=CC1)CCNC(C1=CC=C(C=C1)I)=O (N-(2-(5-chloro-1H-indol-3-yl)ethyl)-4-iodobenzamide), FC(C=1C=C(C=CC1)B(O)O)(F)F (3-(trifluoromethyl)phenylboronic acid). The reagents and catalysts are C=1C=CC(=CC1)[P](C=2C=CC=CC2)(C=3C=CC=CC3)[Pd]([P](C=4C=CC=CC4)(C=5C=CC=CC5)C=6C=CC=CC6)([P](C=7C=CC=CC7)(C=8C=CC=CC8)C=9C=CC=CC9)[P](C=1C=CC=CC1)(C=1C=CC=CC1)C=1C=CC=CC1 (tetrakis(triphenylphosphine)palladium). Run in C(OC)COC (dimethoxyethane), O (water). The product is eluent, ClC=1C=C2C(=CNC2=CC1)CCNC(=O)C1=CC=C(C=C1)C1=CC(=CC=C1)C(F)(F)F (N-(2-(5-chloro-1H-indol-3-yl)ethyl)-3′-(trifluoromethyl)biphenyl-4-carboxamide). Yield: 46.2%. RXN SMILES: [Cl:1][C:2]1[CH:3]=[C:4]2[C:8](=[CH:9][CH:10]=1)[NH:7][CH:6]=[C:5]2[CH2:11][CH2:12][NH:13][C:14](=[O:22])[C:15]1[CH:20]=[CH:19][C:18](I)=[CH:17][CH:16]=1.[F:23][C:24]([F:35])([F:34])[C:25]1[CH:26]=[C:27](B(O)O)[CH:28]=[CH:29][CH:30]=1.C(=O)([O-])[O-].[Na+].[Na+]>C(COC)OC.O.C1C=CC([P]([Pd]([P](C2C=CC=CC=2)(C2C=CC=CC=2)C2C=CC=CC=2)([P](C2C=CC=CC=2)(C2C=CC=CC=2)C2C=CC=CC=2)[P](C2C=CC=CC=2)(C2C=CC=CC=2)C2C=CC=CC=2)(C2C=CC=CC=2)C2C=CC=CC=2)=CC=1>[Cl:1][C:2]1[CH:3]=[C:4]2[C:8](=[CH:9][CH:10]=1)[NH:7][CH:6]=[C:5]2[CH2:11][CH2:12][NH:13][C:14]([C:15]1[CH:20]=[CH:19][C:18]([C:29]2[CH:28]=[CH:27][CH:26]=[C:25]([C:24]([F:35])([F:34])[F:23])[CH:30]=2)=[CH:17][CH:16]=1)=[O:22] |f:2.3.4,^1:52,54,73,92|. Procedure: N-(2-(5-chloro-1H-indol-3-yl)ethyl)-3′-(trifluoromethyl)biphenyl-4-carboxamide was prepared according to method B with N-(2-(5-chloro-1H-indol-3-yl)ethyl)-4-iodobenzamide (0.075 g; 0.176 mmol), 3-(trifluoromethyl)phenylboronic acid (0.035 g; 0.180 mmol), tetrakis(triphenylphosphine)palladium (0.010 g; 0.009 mmol), sodium carbonate (0.037 g; 0.353 mmol), in dimethoxyethane (3 mL) and water (1 mL), irradiated in a microwave oven at 180° C. for 5 minutes. Flash chromatography on silica gel (eluent ... Starting materials: Brc1ccc(C(=C2CCCCCC2)c2ccccc2)cc1, C=CC(=O)OC(C)(C)C, CC#N, CCOC(C)=O, CC(=O)[O-], CC(=O)[O-], O, [Pd+2]. Yields the product CC(C)(C)OC(=O)C=Cc1ccc(C(=C2CCCCCC2)c2ccccc2)cc1. RXN SMILES: [Br:1][c:2]1[cH:3][cH:4][c:5]([C:8]([c:9]2[cH:10][cH:11][cH:12][cH:13][cH:14]2)=[C:15]2[CH2:16][CH2:17][CH2:18][CH2:19][CH2:20][CH2:21]2)[cH:6][cH:7]1.[C:22]([CH3:23])([CH3:24])([CH3:25])[O:26][C:27]([CH:28]=[CH2:29])=[O:30].[CH3:31][C:32]#[N:33].[CH3:34][CH2:35][O:36][C:37]([CH3:38])=[O:39].[O-:42][C:43]([CH3:44])=[O:45].[O-:46][C:47]([CH3:48])=[O:49].[OH2:40].[Pd+2:41]>>[c:2]1([CH:29]=[CH:28][C:27]([O:26][C:22]([CH3:23])([CH3:24])[CH3:25])=[O:30])[cH:3][cH:4][c:5]([C:8]([c:9]2[cH:10][cH:11][cH:12][cH:13][cH:14]2)=[C:15]2[CH2:16][CH2:17][CH2:18][CH2:19][CH2:20][CH2:21]2)[cH:6][cH:7]1. Reactants: C(C)(=S)O (thioacetic acid), C(C)(=O)OC1C(C(N1)=O)CC1=CC=CC=C1 (4-acetoxy-3-benzylazetidin-2-one). The solvent is O1CCOCC1 (dioxan), [OH-].[Na+] (sodium hydroxide). Reaction conditions: time 3 hour. The product is C(C)(=O)SC1C(C(N1)=O)CC1=CC=CC=C1 (4-acetylthio-3-benzyl-2-oxoazetidine). As a reaction SMILES: [C:1]([OH:4])(=[S:3])[CH3:2].C(O[CH:9]1[NH:12][C:11](=[O:13])[CH:10]1[CH2:14][C:15]1[CH:20]=[CH:19][CH:18]=[CH:17][CH:16]=1)(=O)C>[OH-].[Na+].O1CCOCC1>[C:1]([S:3][CH:9]1[NH:12][C:11](=[O:13])[CH:10]1[CH2:14][C:15]1[CH:20]=[CH:19][CH:18]=[CH:17][CH:16]=1)(=[O:4])[CH3:2] |f:2.3|. Procedure: A solution of 0.76 g (10 mmole) of thioacetic acid in 10 ml of 1N sodium hydroxide solution is added dropwise to a solution of 2.19 g (10 mmole) of 4-acetoxy-3-benzylazetidin-2-one (racemic mixture of cis- and trans-isomer in the ratio of 9:13) in 10 ml of dioxan at room temperature under a nitrogen atmosphere, and the mixture is stirred at the same temperature for 3 hours. The reaction mixture is exhaustively extracted with methylene chloride. The combined organic phases are dried over sodium s...